From a dataset of the Open Reaction Database (ORD), a public repository of structured organic reaction records. describe an organic reaction: reactants, conditions, products, and yield The reactants are O=C(Cl)OCc1ccccc1, CCOC(=O)C1CCNC(C(N)=O)C1, CCN(C(C)C)C(C)C, ClCCl, Cl. Yields the product CCOC(=O)C1CCN(C(=O)OCc2ccccc2)C(C(N)=O)C1. RXN SMILES: [C:25]([O:26][CH2:27][c:28]1[cH:29][cH:30][cH:31][cH:32][cH:33]1)(=[O:34])[Cl:35].[C:2]([NH2:3])(=[O:4])[CH:5]1[NH:6][CH2:7][CH2:8][CH:9]([C:11](=[O:12])[O:13][CH2:14][CH3:15])[CH2:10]1.[CH:16]([N:17]([CH2:18][CH3:19])[CH:20]([CH3:21])[CH3:22])([CH3:23])[CH3:24].[Cl:36][CH2:37][Cl:38].[ClH:1]>>[C:2]([NH2:3])(=[O:4])[CH:5]1[N:6]([C:25]([O:26][CH2:27][c:28]2[cH:29][cH:30][cH:31][cH:32][cH:33]2)=[O:34])[CH2:7][CH2:8][CH:9]([C:11](=[O:12])[O:13][CH2:14][CH3:15])[CH2:10]1. Reactants: CCOC(=O)c1cn(C2CCN(C(=O)OC(C)(C)C)CC2)c(=O)[nH]1, [Li+], C1CCOC1, [OH-], O, O. Product: CC(C)(C)OC(=O)N1CCC(n2cc(C(=O)O)[nH]c2=O)CC1. As a reaction SMILES: [CH2:1]([CH3:2])[O:3][C:4](=[O:5])[c:6]1[nH:7][c:8](=[O:24])[n:9]([CH:11]2[CH2:12][CH2:13][N:14]([C:17](=[O:18])[O:19][C:20]([CH3:21])([CH3:22])[CH3:23])[CH2:15][CH2:16]2)[cH:10]1.[Li+:28].[O:29]1[CH2:30][CH2:31][CH2:32][CH2:33]1.[OH-:27].[OH2:25].[OH2:26]>>[O:3]=[C:4]([OH:5])[c:6]1[nH:7][c:8](=[O:24])[n:9]([CH:11]2[CH2:12][CH2:13][N:14]([C:17](=[O:18])[O:19][C:20]([CH3:21])([CH3:22])[CH3:23])[CH2:15][CH2:16]2)[cH:10]1.